This data is from the Open Reaction Database (ORD), a public repository of structured organic reaction records. The task is: describe an organic reaction: reactants, conditions, products, and yield Starting materials: COC1=CC=C(C=C1)N1CCN(CC1)CCN1C(SC2=C1C=CC(=C2)C(F)(F)F)=NC(C(F)(F)F)=O (3-{2-[4-(4-methoxyphenyl)-1-piperazinyl]ethyl}-2-trifluoroacetylimino-6-trifluoromethylbenzothiazoline), aqueous solution, C([O-])([O-])=O.[K+].[K+] (potassium carbonate). Run in CO (methanol). The product is N=C1SC2=C(N1CCN1CCN(CC1)C1=CC=C(C=C1)OC)C=CC(=C2)C(F)(F)F (2-imino-3-{2-[4-(4-methoxyphenyl)-1-piperazinyl]ethyl}-6-trifluoromethylbenzothiazoline). Yield: 115.9%. Reaction SMILES: [CH3:1][O:2][C:3]1[CH:8]=[CH:7][C:6]([N:9]2[CH2:14][CH2:13][N:12]([CH2:15][CH2:16][N:17]3[C:21]4[CH:22]=[CH:23][C:24]([C:26]([F:29])([F:28])[F:27])=[CH:25][C:20]=4[S:19][C:18]3=[N:30]C(=O)C(F)(F)F)[CH2:11][CH2:10]2)=[CH:5][CH:4]=1.C(=O)([O-])[O-].[K+].[K+]>CO>[NH:30]=[C:18]1[N:17]([CH2:16][CH2:15][N:12]2[CH2:11][CH2:10][N:9]([C:6]3[CH:5]=[CH:4][C:3]([O:2][CH3:1])=[CH:8][CH:7]=3)[CH2:14][CH2:13]2)[C:21]2[CH:22]=[CH:23][C:24]([C:26]([F:27])([F:29])[F:28])=[CH:25][C:20]=2[S:19]1 |f:1.2.3|. Procedure: Using the procedure described in Example 19, but starting with 3-{2-[4-(4-methoxyphenyl)-1-piperazinyl]ethyl}-2-trifluoroacetylimino-6-trifluoromethylbenzothiazoline (0.1 g), a 7% strength aqueous solution (0.5 cc) of potassium carbonate and methanol (5 cc). 2-imino-3-{2-[4-(4-methoxyphenyl)-1-piperazinyl]ethyl}-6-trifluoromethylbenzothiazoline (0.095 g) m.p. 270° C. is obtained. Starting materials: C1(CCCC1)N1N=C(C(=C1N)C(=O)N)CC (1-cyclopentyl-3-ethyl-5-amino-1H-pyrazole-4-carboxamide), Cl (HCl), [Na] (Sodium), C(CO)(=O)OCC (ethyl glycolate). The solvent is O (water), C(C)O (ethanol), C(C)O (ethanol). The product is C1(CCCC1)N1NC(=C2C1=NC(=NC2=O)CO)CC (1-cyclopentyl-3-ethyl-6-(hydroxymethyl)pyrazolo[3,4-d]pyrimidin-4-one). The yield is 23.4%. RXN SMILES: [Na].[CH:2]1([N:7]2[C:11]([NH2:12])=[C:10]([C:13]([NH2:15])=[O:14])[C:9]([CH2:16][CH3:17])=[N:8]2)[CH2:6][CH2:5][CH2:4][CH2:3]1.[C:18](OCC)(=O)[CH2:19][OH:20].Cl>C(O)C.O>[CH:2]1([N:7]2[C:11]3=[N:12][C:18]([CH2:19][OH:20])=[N:15][C:13](=[O:14])[C:10]3=[C:9]([CH2:16][CH3:17])[NH:8]2)[CH2:3][CH2:4][CH2:5][CH2:6]1 |^1:0|. Reported procedure: Sodium (0.68 g) was dissolved in ethanol and 1-cyclopentyl-3-ethyl-5-amino-1H-pyrazole-4-carboxamide (3.0 g, 13.5 mmol), followed by ethyl glycolate (2.8 g, 27 mmol) were added. The reaction mixture was refluxed overnight, the ethanol was stripped and water, followed by 2N HCl were added to the residue. A precipitate formed which was collected by filtration, washed with saturated NaHCO3, and then water. The product was recrystallized from ethyl acetate, then ether to afford 0.83 g of 1-cyclopent... The reactants are C1(\C=C/C(=O)O1)=O (maleic anhydride), S(=O)([O-])[O-].[Na+].[Na+] (sodium sulfite), CC(C)C1=CC2=CC[C@@H]3[C@@]([C@H]2CC1)(CCC[C@@]3(C)C(=O)O)C (rosin acid), final solution. Solvent: O (water), O (water). Reaction conditions: time 67.5 minute. The product is S(=O)(=O)(O)C(C(=O)O)CC(=O)O (sulfosuccinic acid). Reaction SMILES: [C:1]1(=[O:7])[O:6][C:4](=[O:5])[CH:3]=[CH:2]1.CC(C1CC[C@H]2C(=CC[C@H]3[C@@](C(O)=[O:27])(C)CCC[C@@]32C)C=1)C.[S:30]([O-:33])([O-:32])=[O:31].[Na+].[Na+]>O>[S:30]([CH:2]([CH2:3][C:4]([OH:27])=[O:5])[C:1]([OH:6])=[O:7])([OH:33])(=[O:32])=[O:31] |f:2.3.4|. Procedure details: 98 Parts of maleic anhydride are added, while stirring, to 742 parts of the above rosin acid oxalkylation product at 50° to 80° C.; after diluting the mixture with water, 132.3 to 138.6 parts of sodium sulfite (as an aqueous solution) are stirred in at 40° to 80° C. within 15 to 120 minutes, until the mixture has formed a clear solution. Subsequently, stirring is continued for 1 hour. The amount of water added may be in the range of from 50 to 85% by weight of the final solution. The reactants are O=C([O-])[O-], CCOP(=O)(COCC#CCCl)OCC, CN(C)C=O, Nc1nc(Cl)c2[nH]cnc2n1, [K+], [K+]. Product: CCOP(=O)(COCC#CCn1cnc2c(Cl)nc(N)nc21)OCC. Reaction SMILES: [C:27](=[O:28])([O-:29])[O-:30].[CH2:1]([CH3:2])[O:3][P:4]([O:5][CH2:6][CH3:7])(=[O:8])[CH2:9][O:10][CH2:11][C:12]#[C:13][CH2:14][Cl:15].[CH3:33][N:34]([CH3:35])[CH:36]=[O:37].[Cl:16][c:17]1[c:18]2[nH:19][cH:20][n:21][c:22]2[n:23][c:24]([NH2:26])[n:25]1.[K+:31].[K+:32]>>[CH2:1]([CH3:2])[O:3][P:4]([O:5][CH2:6][CH3:7])(=[O:8])[CH2:9][O:10][CH2:11][C:12]#[C:13][CH2:14][n:21]1[cH:20][n:19][c:18]2[c:17]([Cl:16])[n:25][c:24]([NH2:26])[n:23][c:22]21. Reactants: C1(=CC=CC=C1)C=1C=C(SC1)CC(C(=O)O)=S (3-(4-Phenylthiophen-2-yl)-2-thioxopropanoic acid), Cl.NO (hydroxylamine hydrochloride). The solvent is [O-]CC.[Na+] (sodium ethoxide). Product: ON=C(C(=O)O)CC=1SC=C(C1)C1=CC=CC=C1 (2-(hydroxyimino)-3-(4-phenylthiophen-2-yl)propanoic acid). The yield is 90.0%. Reaction SMILES: [C:1]1([C:7]2[CH:8]=[C:9]([CH2:12][C:13](=S)[C:14]([OH:16])=[O:15])[S:10][CH:11]=2)[CH:6]=[CH:5][CH:4]=[CH:3][CH:2]=1.Cl.[NH2:19][OH:20]>[O-]CC.[Na+]>[OH:20][N:19]=[C:13]([CH2:12][C:9]1[S:10][CH:11]=[C:7]([C:1]2[CH:6]=[CH:5][CH:4]=[CH:3][CH:2]=2)[CH:8]=1)[C:14]([OH:16])=[O:15] |f:1.2,3.4|. Procedure: 3-(4-Phenylthiophen-2-yl)-2-thioxopropanoic acid (0.9 g, 3.4 mmol), hydroxylamine hydrochloride (740 mg, 10.6 mmol), and an ethanolic solution sodium ethoxide [prepared from 0.4 g of sodium and 30 mL of absolute ethanol] was refluxed for 1.5 h. Solvent was removed under reduced pressure and the residue was diluted with water and acidified with 1.5N HCl to adjust the pH of the solution ˜3. The solid product was extracted with EtOAc. The organic layer was dried over anhydrous Na2SO4, then removal ... Starting materials: ClC1=CC=C(C=C1)CCC1=C(NC2=CC=C(C=C12)O)C (3-[2-(4-chloro-phenyl)-ethyl]-2-methyl-1H-indole-5-ol), C(C)OC(C(C)(C)Br)=O (2-bromo-2-methyl-propanoic acid ethylester). Product: C(C)OC(C(C)(C)OC=1C=C2C(=C(NC2=CC1)C)CCC1=CC=C(C=C1)Cl)=O (2-{3-[2-(4-Chloro-phenyl)-ethyl]-2-methyl-1H-indole-5-yloxy}-2-methyl-propanoic acid ethylester). As a reaction SMILES: [Cl:1][C:2]1[CH:7]=[CH:6][C:5]([CH2:8][CH2:9][C:10]2[C:18]3[C:13](=[CH:14][CH:15]=[C:16]([OH:19])[CH:17]=3)[NH:12][C:11]=2[CH3:20])=[CH:4][CH:3]=1.[CH2:21]([O:23][C:24](=[O:29])[C:25](Br)([CH3:27])[CH3:26])[CH3:22]>>[CH2:21]([O:23][C:24](=[O:29])[C:25]([O:19][C:16]1[CH:17]=[C:18]2[C:13](=[CH:14][CH:15]=1)[NH:12][C:11]([CH3:20])=[C:10]2[CH2:9][CH2:8][C:5]1[CH:6]=[CH:7][C:2]([Cl:1])=[CH:3][CH:4]=1)([CH3:27])[CH3:26])[CH3:22]. Procedure details: The above compound was prepared from 3-[2-(4-chloro-phenyl)-ethyl]-2-methyl-1H-indole-5-ol and 2-bromo-2-methyl-propanoic acid ethylester using a procedure analogous to that of Example 10.